This data is from the Open Reaction Database (ORD), a public repository of structured organic reaction records. The task is: describe an organic reaction: reactants, conditions, products, and yield Reactants: O[C@@H]1[C@@H]([C@]2(CC=3C(OC(C3C)=O)=CC2=CC1)C)C ((4aR*,5R*,6S*)-6-Hydroxy-4a,5,6,7-tetrahydro-3,4a,5-trimethylnaphtho[2,3-b]furan-2(4H)-one), S(=O)(=O)(O)[O-].[K+] (potassium hydrogensulfate), C(C)(=O)Cl (acetyl chloride). The solvent is ( II ), N1=CC=CC=C1 (pyridine). Conditions: temperature 25 celsius, time 1 hour. The product is C(C)(=O)O[C@@H]1[C@@H]([C@]2(CC=3C(OC(C3C)=O)=CC2=CC1)C)C ((4aR*,5R*,6S*)-6-Acetoxy-4a,5,6,7-tetrahydro-3,4a,5-trimethylnaphtho[2,3-b]furan-2(4H)-one). Isolated yield 80.0%. Reaction SMILES: [OH:1][C@H:2]1[CH2:16][CH:15]=[C:14]2[C@:4]([CH3:17])([CH2:5][C:6]3[C:7](=[CH:13]2)[O:8][C:9](=[O:12])[C:10]=3[CH3:11])[C@H:3]1[CH3:18].[C:19](Cl)(=[O:21])[CH3:20].S([O-])(O)(=O)=O.[K+]>N1C=CC=CC=1>[C:19]([O:1][C@H:2]1[CH2:16][CH:15]=[C:14]2[C@:4]([CH3:17])([CH2:5][C:6]3[C:7](=[CH:13]2)[O:8][C:9](=[O:12])[C:10]=3[CH3:11])[C@H:3]1[CH3:18])(=[O:21])[CH3:20] |f:2.3|. Procedure: The compound prepared in Example B1 (in the general formula (II), R3=H, R4=CH3, and R5=H) (50 mg, 0.20 mmol) was dissolved in pyridine (5 ml), acetyl chloride (80 mg, 0.70 mmol) was added thereto, and the mixture was stirred at 25° C. for one hr. A 15% aqueous potassium hydrogensulfate solution was added to the reaction solution, followed by extraction with methylene chloride. The organic layer was washed with saturated saline and dried over magnesium sulfate, and the solvent was removed by dist... The product is O=C1CC(c2cccc(-c3ccccn3)c2)=Nc2cc(F)c(Cl)cc2N1. Starting materials: CC(C)(C)OC(=O)Nc1cc(F)c(Cl)cc1NC(=O)CC(=O)c1cccc(-c2ccccn2)c1, ClCCl, O=C(O)C(F)(F)F. RXN SMILES: [C:1]([O:2][C:3](=[O:4])[NH:7][c:8]1[c:9]([NH:16][C:17]([CH2:18][C:19](=[O:5])[c:20]2[cH:21][c:22](-[c:26]3[n:27][cH:28][cH:29][cH:30][cH:31]3)[cH:23][cH:24][cH:25]2)=[O:33])[cH:10][c:11]([Cl:15])[c:12]([F:14])[cH:13]1)([CH3:6])([CH3:32])[CH3:34].[Cl:42][CH2:43][Cl:44].[F:35][C:36]([F:37])([F:38])[C:39]([OH:40])=[O:41]>>[N:7]1=[C:19]([c:20]2[cH:21][c:22](-[c:26]3[n:27][cH:28][cH:29][cH:30][cH:31]3)[cH:23][cH:24][cH:25]2)[CH2:18][C:17](=[O:33])[NH:16][c:9]2[c:8]1[cH:13][c:12]([F:14])[c:11]([Cl:15])[cH:10]2.